Dataset: the Open Reaction Database (ORD), a public repository of structured organic reaction records. Task: describe an organic reaction: reactants, conditions, products, and yield Starting materials: CC(C)(C)OC(=O)N1CC(O[Si](C)(C)C(C)(C)C)C1, ClCCl, O=C(O)C(F)(F)F. The product is CC(C)(C)[Si](C)(C)OC1CNC1. As a reaction SMILES: [C:1]([CH3:2])([CH3:3])([CH3:4])[Si:5]([O:6][CH:7]1[CH2:8][N:9]([C:11]([O:12][C:13]([CH3:14])([CH3:15])[CH3:16])=[O:17])[CH2:10]1)([CH3:18])[CH3:19].[Cl:27][CH2:28][Cl:29].[F:20][C:21]([F:22])([F:23])[C:24]([OH:25])=[O:26]>>[C:1]([CH3:2])([CH3:3])([CH3:4])[Si:5]([O:6][CH:7]1[CH2:8][NH:9][CH2:10]1)([CH3:18])[CH3:19]. Starting materials: [Al+3], C1CCOC1, Cc1ccc(CNc2c3c(nc4ccccc24)CCCC3=O)cc1, [H-], [H-], [H-], [H-], [Li+]. The product is Cc1ccc(CNc2c3c(nc4ccccc24)CCCC3O)cc1. Reaction SMILES: [Al+3:26].[CH2:31]1[O:32][CH2:33][CH2:34][CH2:35]1.[CH3:1][c:2]1[cH:3][cH:4][c:5]([CH2:6][NH:7][c:8]2[c:9]3[cH:10][cH:11][cH:12][cH:13][c:14]3[n:15][c:16]3[c:21]2[C:20](=[O:22])[CH2:19][CH2:18][CH2:17]3)[cH:23][cH:24]1.[H-:25].[H-:28].[H-:29].[H-:30].[Li+:27]>>[CH3:1][c:2]1[cH:3][cH:4][c:5]([CH2:6][NH:7][c:8]2[c:9]3[cH:10][cH:11][cH:12][cH:13][c:14]3[n:15][c:16]3[c:21]2[CH:20]([OH:22])[CH2:19][CH2:18][CH2:17]3)[cH:23][cH:24]1. Starting materials: CC(C)(Cc1cn(C(c2ccccc2)(c2ccccc2)c2ccccc2)c(CC(O)(c2ccc(-c3ccc(F)cn3)cc2)C(F)F)n1)C(O)CO, [O-][I+3]([O-])([O-])[O-], [Na+], C1CCOC1, O. The product is CC(C)(C=O)Cc1cn(C(c2ccccc2)(c2ccccc2)c2ccccc2)c(CC(O)(c2ccc(-c3ccc(F)cn3)cc2)C(F)F)n1. RXN SMILES: [F:7][CH:8]([C:9]([CH2:10][c:11]1[n:12]([C:24]([c:25]2[cH:26][cH:27][cH:28][cH:29][cH:30]2)([c:31]2[cH:32][cH:33][cH:34][cH:35][cH:36]2)[c:37]2[cH:38][cH:39][cH:40][cH:41][cH:42]2)[cH:13][c:14]([CH2:16][C:17]([CH:18]([CH2:19][OH:20])[OH:21])([CH3:22])[CH3:23])[n:15]1)([OH:43])[c:44]1[cH:45][cH:46][c:47](-[c:50]2[n:51][cH:52][c:53]([F:56])[cH:54][cH:55]2)[cH:48][cH:49]1)[F:57].[I+3:1]([O-:2])([O-:3])([O-:4])[O-:5].[Na+:6].[O:59]1[CH2:60][CH2:61][CH2:62][CH2:63]1.[OH2:58]>>[F:7][CH:8]([C:9]([CH2:10][c:11]1[n:12]([C:24]([c:25]2[cH:26][cH:27][cH:28][cH:29][cH:30]2)([c:31]2[cH:32][cH:33][cH:34][cH:35][cH:36]2)[c:37]2[cH:38][cH:39][cH:40][cH:41][cH:42]2)[cH:13][c:14]([CH2:16][C:17]([CH:18]=[O:21])([CH3:22])[CH3:23])[n:15]1)([OH:43])[c:44]1[cH:45][cH:46][c:47](-[c:50]2[n:51][cH:52][c:53]([F:56])[cH:54][cH:55]2)[cH:48][cH:49]1)[F:57]. Starting materials: S(=O)([O-])[O-].[Na+].[Na+] (sodium sulfite), C(O)([O-])=O.[Na+] (sodium hydrogencarbonate), raw material, CO[C@@H]1[C@H](CCCC1)O ((1S,2S)-2-methoxycyclohexanol), Cl[O-].[Na+] (sodium hypochlorite), CO[C@@H]1[C@H](CCCC1)O ((1S,2S)-2-methoxycyclohexanol). Reagents/catalysts: [Br-].[K+] (potassium bromide). Run in C(Cl)Cl (methylene chloride). Reaction conditions: temperature 0 celsius. Yields the product CO[C@@H]1C(CCCC1)=O ((2S) -2-methoxycyclohexanone). Yield: 98.1%. As a reaction SMILES: [CH3:1][O:2][C@H:3]1[CH2:8][CH2:7][CH2:6][CH2:5][C@@H:4]1[OH:9].C(=O)([O-])O.[Na+].Cl[O-].[Na+].S([O-])([O-])=O.[Na+].[Na+]>[Br-].[K+].C(Cl)Cl>[CH3:1][O:2][C@H:3]1[CH2:8][CH2:7][CH2:6][CH2:5][C:4]1=[O:9] |f:1.2,3.4,5.6.7,8.9|. Procedure details: To a 1 liter 4-necked flask, (1S,2S)-2-methoxycyclohexanol (53.57 g,0.411 mol) and methylene chloride (250 ml) were placed, and subsequently, 2,2,6,6-tetramethyl-1-piperidinyloxy free radical(1.28 g, 0.008 mol), potassium bromide (1.47 g, 0.0123 mol), and 8%-sodium hydrogencarbonate solution (52 ml, 0.0494 mol) were added and cooled to 0° C. To this mixture, 3.1N sodium hypochlorite solution (254 ml, 0.787 mol) was added dropwise over a period of 6 hours while maintaining a temperature of 0° C. ... Reactants: CC(=O)[O-].[Na+] (NaOAc), FC=1C(=C(C(NC1C)=O)C#N)C (5-Fluoro-4,6-dimethyl-2-oxo-1,2-dihydro-3-pyridinecarbonitrile). Reagents/catalysts: O=[Pt]=O (PtO2), [Pd] (Pd/C). Solvent: Cl (HCl), C(C)(=O)O (acetic acid), CC(=O)O (HOAc). Reaction conditions: time 6 hour. Yields the product NCC=1C(NC(=C(C1C)F)C)=O (3-(Aminomethyl)-5-fluoro-4,6-dimethyl-2(1H)-pyridinone). Yield: 100.5%. As a reaction SMILES: [F:1][C:2]1[C:3]([CH3:12])=[C:4]([C:10]#[N:11])[C:5](=[O:9])[NH:6][C:7]=1[CH3:8].CC([O-])=O.[Na+]>CC(O)=O.Cl.O=[Pt]=O.[Pd]>[NH2:11][CH2:10][C:4]1[C:5](=[O:9])[NH:6][C:7]([CH3:8])=[C:2]([F:1])[C:3]=1[CH3:12] |f:1.2|. Reported procedure: 5-Fluoro-4,6-dimethyl-2-oxo-1,2-dihydro-3-pyridinecarbonitrile (1.0 g, 6.02 mmol) was suspended in 50 mL of HOAc at room temperature to give a dark brownish solution. NaOAc (1.0 g, 12.3 mmol, 2 equiv), PtO2 (20 mg) and 5% Pd/C (1.3 g) were charged into a 500 mL Parr bottle, followed by wetting with some acetic acid under nitrogen. The substrate solution was then added, and rinsed with another 50 mL of acetic acid. The mixture was hydrogenated under a pressure of 40 psi. There was initial drop of... The reactants are CC=1C=C(C=C(C1)C)SC1=C(N=C(N1)C)CC (5-(3,5-dimethylphenylthio)-4-ethyl-2-methylimidazole), CI (methyl iodide), [H-].[Na+] (sodium hydride). Run in CN(C=O)C (dimethylformamide), ice water. Conditions: time 5 minute. Product: CN1C(=NC(=C1SC1=CC(=CC(=C1)C)C)CC)C (1,2-dimethyl-5-(3,5-dimethylphenylthio)-4-ethylimidazole), oil. The yield is 66.0%. Reaction SMILES: [CH3:1][C:2]1[CH:3]=[C:4]([S:9][C:10]2[NH:14][C:13]([CH3:15])=[N:12][C:11]=2[CH2:16][CH3:17])[CH:5]=[C:6]([CH3:8])[CH:7]=1.[H-].[Na+].[CH3:20]I>CN(C)C=O>[CH3:20][N:14]1[C:10]([S:9][C:4]2[CH:5]=[C:6]([CH3:8])[CH:7]=[C:2]([CH3:1])[CH:3]=2)=[C:11]([CH2:16][CH3:17])[N:12]=[C:13]1[CH3:15] |f:1.2|. Procedure: In dry dimethylformamide (4 ml)was dissolved 200 mg (0.8 mmol)of 5-(3,5-dimethylphenylthio)-4-ethyl-2-methylimidazole (5c), followed by addition of 49 mg (1.2 mmol)of 60% sodium hydride under ice-cooling, and the mixture was stirred for 5 minutes. Then, 138 mg (1.00 mmol)of methyl iodide was added and stirred for 30 minutes. The reaction mixture was poured in ice-water and extracted with diethyl ether, and the organic layer was dried over sodium sulfate. The solvent was concentrated under reduce...